This data is from the Open Reaction Database (ORD), a public repository of structured organic reaction records. The task is: describe an organic reaction: reactants, conditions, products, and yield The reactants are C(C)(=O)O[BH-](OC(C)=O)OC(C)=O.[Na+] (sodium triacetoxyborohydride), C1(N(CCC2=CC=CC=C12)C(=O)OC(C)(C)C)C(=O)O[C@H]1CN2CCC1CC2 (O2-tert-butyl O1-[(3R)-quinuclidin-3-yl] 3,4-dihydro-1H-isoquinoline-1,2-dicarboxylate), Cl.O1CCOCC1 (HCl dioxane), ClC=1C=[N+](C=C(C1C[C@@H](C1=CC(=C(C=C1)OC)OC)OC(=O)C=1SC(=CC1)C=O)Cl)[O-] ([(1S)-2-(3,5-dichloro-1-oxido-pyridin-1-ium-4-yl)-1-(3,4-dimethoxyphenyl)ethyl]5-formylthiophene-2-carboxylate), resultant solution, resultant solution, crude material, resultant solution, C(C)(=O)O (acetic acid). The solvent is C(C)#N (acetonitrile), C(C)(=O)OCC (ethyl acetate), C(C)#N (acetonitrile). The product is N12C[C@@H](C(CC1)CC2)OC(=O)C2N(CCC1=CC=CC=C21)CC=2SC(=CC2)C(=O)O[C@@H](CC2=C(C=[N+](C=C2Cl)[O-])Cl)C2=CC(=C(C=C2)OC)OC ([(3R)-quinuclidin-3-yl]2-[[5-[(1S)-2-(3,5-dichloro-1-oxido-pyridin-1-ium-4-yl)-1-(3,4-dimethoxyphenyl)ethoxy]carbonyl-2-thienyl]methyl]-3,4-dihydro-1H-isoquinoline-1-carboxylate). Isolated yield 18.3%. Reaction SMILES: [CH:1]1([C:18]([O:20][C@@H:21]2[CH:26]3[CH2:27][CH2:28][N:23]([CH2:24][CH2:25]3)[CH2:22]2)=[O:19])[C:10]2[C:5](=[CH:6][CH:7]=[CH:8][CH:9]=2)[CH2:4][CH2:3][N:2]1[C:11](OC(C)(C)C)=O.Cl.O1CCOCC1.[Cl:36][C:37]1[CH:38]=[N+:39]([O-:66])[CH:40]=[C:41]([Cl:65])[C:42]=1[CH2:43][C@H:44]([O:55][C:56]([C:58]1[S:59][C:60](C=O)=[CH:61][CH:62]=1)=[O:57])[C:45]1[CH:50]=[CH:49][C:48]([O:51][CH3:52])=[C:47]([O:53][CH3:54])[CH:46]=1.C(O)(=O)C.C(O[BH-](OC(=O)C)OC(=O)C)(=O)C.[Na+]>C(OCC)(=O)C.C(#N)C>[N:23]12[CH2:24][CH2:25][CH:26]([CH2:27][CH2:28]1)[C@@H:21]([O:20][C:18]([CH:1]1[C:10]3[C:5](=[CH:6][CH:7]=[CH:8][CH:9]=3)[CH2:4][CH2:3][N:2]1[CH2:11][C:60]1[S:59][C:58]([C:56]([O:55][C@H:44]([C:45]3[CH:50]=[CH:49][C:48]([O:51][CH3:52])=[C:47]([O:53][CH3:54])[CH:46]=3)[CH2:43][C:42]3[C:41]([Cl:65])=[CH:40][N+:39]([O-:66])=[CH:38][C:37]=3[Cl:36])=[O:57])=[CH:62][CH:61]=1)=[O:19])[CH2:22]2 |f:1.2,5.6|. Procedure details: o a solution of O2-tert-butyl O1-[(3R)-quinuclidin-3-yl] 3,4-dihydro-1H-isoquinoline-1,2-dicarboxylate (440 mg, 1.14 mmol) in ethyl acetate (1.42 mL) was added 4N HCl/dioxane (1.42 mL, 5.70 mmol) and the resultant solution was stirred at room temperature for 18 h. The solvent was removed in vacuo to give a white solid. The crude material (200 mg, 0.56 mmol) was dissolved in acetonitrile (5 mL) and [(1S)-2-(3,5-dichloro-1-oxido-pyridin-1-ium-4-yl)-1-(3,4-dimethoxyphenyl)ethyl]5-formylthiophene-2-... Reagents/catalysts: O.[Ru](Cl)(Cl)Cl (Ruthenium(III)Chloride Hydrate). Run at time 12 hour. Product: O=C1C=2C=C(C=NC2CCN1C(=O)OC(C)(C)C)C(F)(F)F (tert-butyl 5-oxo-3-(trifluoromethyl)-7,8-dihydro-1,6-naphthyridine-6(5H)-carboxylate). Reported procedure: Into a 250 mL round-bottom flask, was placed a solution of tert-butyl 3-(trifluoromethyl)-7,8-dihydro-1,6-naphthyridine-6(5H)-carboxylate (as prepared in the previous step, 3.84 g, 0.01 mol, 1.00 equiv) in CCl4/CH3CN=10/1 (66 mL), a solution of sodium periodate (8.135 g, 38.01 mmol, 3.00 equiv) in water (20 mL) and Ruthenium(III)Chloride Hydrate (0.992 g, 0.30 equiv). The resulting solution was stirred for 12 h at room temperature, and then the mixture was diluted with 50 mL of CH2Cl2. The solid... RXN SMILES: [F:1][C:2]([F:21])([F:20])[C:3]1[CH:4]=[N:5][C:6]2[CH2:7][CH2:8][N:9]([C:13]([O:15][C:16]([CH3:19])([CH3:18])[CH3:17])=[O:14])[CH2:10][C:11]=2[CH:12]=1.I([O-])(=O)(=O)=[O:23].[Na+]>C(Cl)(Cl)(Cl)Cl.CC#N.O.C(Cl)Cl.O.[Ru](Cl)(Cl)Cl>[O:23]=[C:10]1[N:9]([C:13]([O:15][C:16]([CH3:17])([CH3:18])[CH3:19])=[O:14])[CH2:8][CH2:7][C:6]2[N:5]=[CH:4][C:3]([C:2]([F:20])([F:1])[F:21])=[CH:12][C:11]1=2 |f:1.2,3.4,7.8|. Reactants: FC(C=1C=NC=2CCN(CC2C1)C(=O)OC(C)(C)C)(F)F (tert-butyl 3-(trifluoromethyl)-7,8-dihydro-1,6-naphthyridine-6(5H)-carboxylate), 10/1, I(=O)(=O)(=O)[O-].[Na+] (sodium periodate). The solvent is O (water), C(Cl)(Cl)(Cl)Cl.CC#N (CCl4 CH3CN), C(Cl)Cl (CH2Cl2). The reactants are C(C)(C)(C)OC(=O)NCCCO (3-(N-tert-butoxycarbonylamino)-1-propanol), C1(=CC=CC=C1)P(C1=CC=CC=C1)C1=CC=CC=C1 (Triphenylphosphine), ClC1=CC(=C(NC2=NC=NC3=CC(=C(C=C23)OC)O)C=C1)F (4-(4-chloro-2-fluoroanilino)-7-hydroxy-6-methoxyquinazoline), N(=NC(=O)OCC)C(=O)OCC (diethyl azodicarboxylate). The solvent is C(Cl)Cl (methylene chloride), C(Cl)Cl (methylene chloride), C(Cl)Cl (methylene chloride). Reaction conditions: temperature 0 celsius, time 30 minute. The product is C(C)(C)(C)OC(=O)NCCCOC1=C(C=C2C(=NC=NC2=C1)NC1=C(C=C(C=C1)Cl)F)OC (7-(3-(N-tert-butoxycarbonylamino)propoxy)-4-(4chloro-2-fluoroanilino)-6-methoxyquinazoline). Isolated yield 41.9%. Reaction SMILES: C1(P(C2C=CC=CC=2)C2C=CC=CC=2)C=CC=CC=1.[Cl:20][C:21]1[CH:40]=[CH:39][C:24]([NH:25][C:26]2[C:35]3[C:30](=[CH:31][C:32]([OH:38])=[C:33]([O:36][CH3:37])[CH:34]=3)[N:29]=[CH:28][N:27]=2)=[C:23]([F:41])[CH:22]=1.[C:42]([O:46][C:47]([NH:49][CH2:50][CH2:51][CH2:52]O)=[O:48])([CH3:45])([CH3:44])[CH3:43].N(C(OCC)=O)=NC(OCC)=O>C(Cl)Cl>[C:42]([O:46][C:47]([NH:49][CH2:50][CH2:51][CH2:52][O:38][C:32]1[CH:31]=[C:30]2[C:35]([C:26]([NH:25][C:24]3[CH:39]=[CH:40][C:21]([Cl:20])=[CH:22][C:23]=3[F:41])=[N:27][CH:28]=[N:29]2)=[CH:34][C:33]=1[O:36][CH3:37])=[O:48])([CH3:45])([CH3:44])[CH3:43]. Procedure: Triphenylphosphine (2.46 g, 9.3 mmol) was added to a suspension of 4-(4-chloro-2-fluoroanilino)-7-hydroxy-6-methoxyquinazoline (1.0 g, 3.1 mmol), (prepared as described for the starting material in Example 2), in methylene chloride (25 ml) and the suspension stirred at 0° C. for 30 minutes. A solution of 3-(N-tert-butoxycarbonylamino)-1-propanol (0.65 g, 3.7 mmol) in methylene chloride (3 ml) was added and then diethyl azodicarboxylate (1.47 ml, 7.6 mmol) was added dropwise. The reaction mixture... Starting materials: CC1=C2C(=C(C(=C1C)OC(=O)C)C)CC[C@@](O2)(C)CCC[C@H](C)CCC[C@H](C)CCCC(C)C (D-α-tocopherol acetate), S(O)(O)(=O)=O (sulfuric acid). Run in C(C)O (ethyl alcohol). Yields the product CC1=C(C(=C2CC[C@@](OC2=C1C)(C)CCC[C@H](C)CCC[C@H](C)CCCC(C)C)C)O (D-α-tocopherol). Reaction SMILES: [CH3:1][C:2]1[C:7]([CH3:8])=[C:6]([O:9]C(C)=O)[C:5]([CH3:13])=[C:4]2[CH2:14][CH2:15][C@:16]([CH2:19][CH2:20][CH2:21][C@@H:22]([CH2:24][CH2:25][CH2:26][C@@H:27]([CH2:29][CH2:30][CH2:31][CH:32]([CH3:34])[CH3:33])[CH3:28])[CH3:23])([CH3:18])[O:17][C:3]=12.S(=O)(=O)(O)O>C(O)C>[CH3:8][C:7]1[C:2]([CH3:1])=[C:3]2[C:4]([CH2:14][CH2:15][C@:16]([CH2:19][CH2:20][CH2:21][C@@H:22]([CH2:24][CH2:25][CH2:26][C@@H:27]([CH2:29][CH2:30][CH2:31][CH:32]([CH3:34])[CH3:33])[CH3:28])[CH3:23])([CH3:18])[O:17]2)=[C:5]([CH3:13])[C:6]=1[OH:9]. Procedure details: D-α-tocopherol acetate (produced by Amakasu Chemical Co. of Japan) is heated in a mixed solution of 50% aqueous sulfuric acid and ethyl alcohol (the ratio of about 1:5) to conduct hydrolysis. With the use of D-α-tocopherol thus obtained, treatment is carried out in the same manner as in Example 1. The reactants are C(C)C=1C=C2C=C(C=C(C2=CC1)C=O)OC (6-ethyl-3-methoxy-1-naphthalene carbaldehyde), ClC1=CC(=CC=C1)C(=O)OO (m-chloroperbenzoic acid), S(=S)(=O)([O-])[O-].[Na+].[Na+] (sodium thiosulfate). Solvent: ClCCl (dichloromethane). Reaction conditions: temperature 0 celsius, time 20 minute. The product is C(C)C=1C=C2C=CC(=C(C2=CC1)O)OC (6-ethyl-2-methoxy-naphthol). Reaction SMILES: C([C:3]1[CH:4]=[C:5]2[C:10](=[CH:11][CH:12]=1)[C:9](C=O)=[CH:8][C:7]([O:15][CH3:16])=[CH:6]2)C.Cl[C:18]1C=CC=C(C(OO)=O)[CH:19]=1.S([O-])([O-])(=[O:30])=S.[Na+].[Na+]>ClCCl>[CH2:18]([C:12]1[CH:11]=[C:10]2[C:5](=[CH:4][CH:3]=1)[C:6]([OH:30])=[C:7]([O:15][CH3:16])[CH:8]=[CH:9]2)[CH3:19] |f:2.3.4|. Procedure details: 4.4 g of 6-ethyl-3-methoxy-1-naphthalene carbaldehyde and 4.9 g of 80-85% m-chloroperbenzoic acid were dissolved in 40 ml of dichloromethane and then refluxed under heating for 30 min. The solution was cooled to 0° C. and after adding an aqueous saturated solution of sodium thiosulfate and stirring for 20 min, insoluble matters were removed by filtration and then the filtrate was extracted with ethyl acetate. The extract was washed with a saturated aqueous solution of sodium chloride and then dr...